This data is from the Open Reaction Database (ORD), a public repository of structured organic reaction records. The task is: describe an organic reaction: reactants, conditions, products, and yield The reactants are F[B-](F)(F)F, O=C([O-])[O-], Cc1nn(-c2cc(Oc3ccc([N+]#N)cn3)c(Cl)cc2F)c(=O)n1C(F)F, [K+], [K+], O, O=C(O)C(F)(F)F. Yields the product Cc1nn(-c2cc(Oc3ccc(O)cn3)c(Cl)cc2F)c(=O)n1C(F)F. RXN SMILES: [B-:7]([F:8])([F:9])([F:10])[F:11].[C:1]([O-:2])(=[O:3])[O-:4].[Cl:12][c:13]1[c:14]([O:15][c:16]2[n:17][cH:18][c:19]([N+:22]#[N:23])[cH:20][cH:21]2)[cH:24][c:25](-[n:29]2[n:30][c:31]([CH3:38])[n:32]([CH:35]([F:36])[F:37])[c:33]2=[O:34])[c:26]([F:28])[cH:27]1.[K+:5].[K+:6].[OH2:46].[OH:39][C:40]([C:41]([F:42])([F:43])[F:44])=[O:45]>>[OH:2][c:19]1[cH:18][n:17][c:16]([O:15][c:14]2[c:13]([Cl:12])[cH:27][c:26]([F:28])[c:25](-[n:29]3[n:30][c:31]([CH3:38])[n:32]([CH:35]([F:36])[F:37])[c:33]3=[O:34])[cH:24]2)[cH:21][cH:20]1. Procedure details: The title compound was prepared according to the procedure described in Example 22, substituting the product of Example 44A for the product of Example 1E and substituting 6-methyl-3(2H)-pyridazinone for 3(2H)-pyridazinone. 1H NMR (400 MHz, CDCl3) δ ppm 8.12 (d, J=2.15 Hz, 1H) 8.01 (d, J=8.90 Hz, 1H) 7.67 (dd, J=8.90, 2.15 Hz, 1H) 7.16 (d, J=9.51 Hz, 1H) 7.00 (d, J=9.51 Hz, 1H) 3.52-3.64 (m, 1H) 2.72-2.86 (m, 1H) 2.53-2.73 (m, 2H) 2.40 (s, 3H) 2.24-2.38 (m, 4H) 1.65-1.75 (m, 2H) 1.54-1.65 (m, 4H)... The product is CC=1C=CC(N(N1)C1=CC2=C(N=C(S2)[C@@H]2C[C@H](C2)N2CCCCC2)C=C1)=O (Trans-6-methyl-2-[2-(3-piperidin-1-ylcyclobutyl)-1,3-benzothiazol-6-yl]pyridazin-3(2H)-one). Reaction SMILES: Br[C:2]1[CH:20]=[CH:19][C:5]2[N:6]=[C:7]([C@H:9]3[CH2:12][C@H:11]([N:13]4[CH2:17][CH2:16][CH2:15][C@H:14]4[CH3:18])[CH2:10]3)[S:8][C:4]=2[CH:3]=1.[CH3:21][C:22]1[CH:23]=[CH:24][C:25](=[O:28])[NH:26][N:27]=1.N1NC(=O)C=CC=1>>[CH3:21][C:22]1[CH:23]=[CH:24][C:25](=[O:28])[N:26]([C:2]2[CH:20]=[CH:19][C:5]3[N:6]=[C:7]([C@H:9]4[CH2:10][C@H:11]([N:13]5[CH2:14][CH2:18][CH2:15][CH2:16][CH2:17]5)[CH2:12]4)[S:8][C:4]=3[CH:3]=2)[N:27]=1. Reactants: BrC1=CC2=C(N=C(S2)[C@@H]2C[C@H](C2)N2[C@@H](CCC2)C)C=C1 (Trans-6-bromo-2-{3-[(2R)-2-methylpyrrolidin-1-yl]cyclobutyl}-1,3-benzothiazole), CC=1C=CC(NN1)=O (6-methyl-3(2H)-pyridazinone), N=1NC(C=CC1)=O (3(2H)-pyridazinone). Reactants: NC1=NC(=CC(=N1)N1CCC2(C[C@H](N(C2)C(=O)OC(C)(C)C)C(=O)OCC)CC1)O[C@@H](C(F)(F)F)C1=C(C=CC(=C1)CCC)C1=CC(=CC=C1)S(=O)(=O)C ((S)-2-tert-butyl 3-ethyl 8-(2-amino-6-((R)-2,2,2-trifluoro-1-(3′-(methylsulfonyl)-4-propyl-[1,1′-biphenyl]-2-yl)ethoxy)pyrimidin-4-yl)-2,8-diazaspiro[4.5]decane-2,3-dicarboxylate), C(=O)(C(F)(F)F)O (TFA). The solvent is C(Cl)Cl (CH2Cl2). Conditions: time 2 hour. Product: NC1=NC(=CC(=N1)N1CCC2(C[C@H](NC2)C(=O)O)CC1)O[C@@H](C(F)(F)F)C1=C(C=CC(=C1)CCC)C1=CC(=CC=C1)S(=O)(=O)C ((S)-8-(2-Amino-6-((R)-2,2,2-trifluoro-1-(3′-(methylsulfonyl)-4-propyl-[1,1′-biphenyl]-2-yl)ethoxy)pyrimidin-4-yl)-2,8-diazaspiro[4.5]decane-3-carboxylic acid). Reaction SMILES: [NH2:1][C:2]1[N:7]=[C:6]([N:8]2[CH2:29][CH2:28][C:11]3([CH2:15][N:14](C(OC(C)(C)C)=O)[C@H:13]([C:23]([O:25]CC)=[O:24])[CH2:12]3)[CH2:10][CH2:9]2)[CH:5]=[C:4]([O:30][C@H:31]([C:36]2[CH:41]=[C:40]([CH2:42][CH2:43][CH3:44])[CH:39]=[CH:38][C:37]=2[C:45]2[CH:50]=[CH:49][CH:48]=[C:47]([S:51]([CH3:54])(=[O:53])=[O:52])[CH:46]=2)[C:32]([F:35])([F:34])[F:33])[N:3]=1.C(O)(C(F)(F)F)=O>C(Cl)Cl>[NH2:1][C:2]1[N:7]=[C:6]([N:8]2[CH2:9][CH2:10][C:11]3([CH2:15][NH:14][C@H:13]([C:23]([OH:25])=[O:24])[CH2:12]3)[CH2:28][CH2:29]2)[CH:5]=[C:4]([O:30][C@H:31]([C:36]2[CH:41]=[C:40]([CH2:42][CH2:43][CH3:44])[CH:39]=[CH:38][C:37]=2[C:45]2[CH:50]=[CH:49][CH:48]=[C:47]([S:51]([CH3:54])(=[O:53])=[O:52])[CH:46]=2)[C:32]([F:35])([F:33])[F:34])[N:3]=1. Procedure: To a solution of (S)-2-tert-butyl 3-ethyl 8-(2-amino-6-((R)-2,2,2-trifluoro-1-(3′-(methylsulfonyl)-4-propyl-[1,1′-biphenyl]-2-yl)ethoxy)pyrimidin-4-yl)-2,8-diazaspiro[4.5]decane-2,3-dicarboxylate in CH2Cl2 (4 mL) was added TFA (2.0 mL) dropwise at 0° C. The reaction mixture was stirred at RT for 2 h, then concentrated in vacuo. The pH was adjusted to 7-8 with saturated aqueous NaHCO3 solution. The aqueous layer was extracted with CH2Cl2. The combined organic layers were washed with brine, dried ... The reactants are N#Cc1cccc(C(N)=O)c1, CS(=O)(=O)O, CS(C)=O, O=N[O-], [Na+]. The product is N#Cc1cccc(C(=O)O)c1. Reaction SMILES: [C:1](#[N:2])[c:3]1[cH:4][c:5]([C:6](=[O:7])[NH2:8])[cH:9][cH:10][cH:11]1.[CH3:16][S:17](=[O:18])(=[O:19])[OH:20].[CH3:21][S:22](=[O:23])[CH3:24].[N:12](=[O:13])[O-:14].[Na+:15]>>[C:1](#[N:2])[c:3]1[cH:4][c:5]([C:6](=[O:7])[OH:13])[cH:9][cH:10][cH:11]1. Product: CN1C(=O)Cc2cc([N+](=O)[O-])cc(F)c21. As a reaction SMILES: [CH3:16][NH2:17].[CH3:20][S:21]([CH3:22])=[O:23].[ClH:19].[F:1][c:2]1[c:3]([CH2:12][C:13](=[O:14])[OH:15])[cH:4][c:5]([N+:9](=[O:10])[O-:11])[cH:6][c:7]1[F:8].[OH2:18]>>[c:2]12[c:3]([cH:4][c:5]([N+:9](=[O:10])[O-:11])[cH:6][c:7]1[F:8])[CH2:12][C:13](=[O:15])[N:17]2[CH3:16]. Reactants: CN, CS(C)=O, Cl, O=C(O)Cc1cc([N+](=O)[O-])cc(F)c1F, O. Starting materials: O=C1CCC(=O)N1Br, O=C(OOC(=O)c1ccccc1)c1ccccc1, COC(=O)c1ccc(C)c(C(=O)OC)c1, ClCCl, [Na+], O=C([O-])O. The product is COC(=O)c1ccc(CBr)c(C(=O)OC)c1. As a reaction SMILES: [Br:16][N:17]1[C:18](=[O:19])[CH2:20][CH2:21][C:22]1=[O:23].[C:24]([O:25][O:26][C:27](=[O:28])[c:29]1[cH:30][cH:31][cH:32][cH:33][cH:34]1)(=[O:35])[c:36]1[cH:37][cH:38][cH:39][cH:40][cH:41]1.[CH3:1][c:2]1[c:3]([C:12](=[O:13])[O:14][CH3:15])[cH:4][c:5]([C:6](=[O:7])[O:8][CH3:9])[cH:10][cH:11]1.[Cl:47][CH2:48][Cl:49].[Na+:46].[O-:42][C:43]([OH:44])=[O:45]>>[CH2:1]([c:2]1[c:3]([C:12](=[O:13])[O:14][CH3:15])[cH:4][c:5]([C:6](=[O:7])[O:8][CH3:9])[cH:10][cH:11]1)[Br:16]. The reactants are Cl, COc1ccc(C)c(NC(=O)c2c(O)c3cccnc3n(Cc3ccccc3)c2=O)c1S(N)(=O)=O, NS(=O)(=O)c1cc(Br)ccc1NC(=O)c1c(O)c2cccnc2n(Cc2ccccc2)c1=O. Product: COc1ccc(C)c2c1S(=O)(=O)N=C(c1c(O)c3cccnc3n(Cc3ccccc3)c1=O)N2. As a reaction SMILES: [ClH:69].[NH2:1][S:2](=[O:3])(=[O:4])[c:5]1[c:6]([NH:14][C:15](=[O:16])[c:17]2[c:18](=[O:35])[n:19]([CH2:28][c:29]3[cH:30][cH:31][cH:32][cH:33][cH:34]3)[c:20]3[n:21][cH:22][cH:23][cH:24][c:25]3[c:26]2[OH:27])[c:7]([CH3:13])[cH:8][cH:9][c:10]1[O:11][CH3:12].[NH2:36][S:37]([c:38]1[cH:39][c:40]([Br:41])[cH:42][cH:43][c:44]1[NH:45][C:46]([c:47]1[c:48](=[O:49])[n:50]([CH2:51][c:52]2[cH:53][cH:54][cH:55][cH:56][cH:57]2)[c:58]2[c:59]([c:60]1[OH:61])[cH:62][cH:63][cH:64][n:65]2)=[O:66])(=[O:67])=[O:68]>>[N:1]1=[C:15]([c:17]2[c:18](=[O:35])[n:19]([CH2:28][c:29]3[cH:30][cH:31][cH:32][cH:33][cH:34]3)[c:20]3[n:21][cH:22][cH:23][cH:24][c:25]3[c:26]2[OH:27])[NH:14][c:6]2[c:5]([c:10]([O:11][CH3:12])[cH:9][cH:8][c:7]2[CH3:13])[S:2]1(=[O:3])=[O:4]. Reactants: C(N)(=O)C=1N=C(C(=NC1NC1=CC(=C(C=C1)N1CCN(CC1)C)C(F)(F)F)NC1CCC(CC1)C(=O)O)CC (4-[(5-carbamoyl-3-ethyl-6-{[4-(4-methylpiperazin-1-yl)-3-(trifluoromethyl)phenyl]amino}pyrazin-2-yl)amino]cyclohexanecarboxylic acid), COC=1C(=CC=CC1)N (o-anisidine), O.ON1N=NC2=C1C=CC=C2 (1-hydroxy-1H-benzotriazole monohydrate), Cl.C(C)N=C=NCCCN(C)C (1-ethyl-3-(3-dimethylaminopropyl)carbodiimide hydrochloride), C(O)([O-])=O.[Na+] (sodium hydrogen carbonate). Solvent: CN(C)C=O (DMF). Reaction conditions: time 7 hour. Product: C(C)C1=C(N=C(C(=N1)C(=O)N)NC1=CC(=C(C=C1)N1CCN(CC1)C)C(F)(F)F)NC1CCC(CC1)C(NC1=C(C=CC=C1)OC)=O (6-ethyl-5-({4-[(2-methoxy-phenyl)carbamoyl]cyclohexyl}amino)-3-{[4-(4-methylpiperazin-1-yl)-3-(trifluoromethyl)phenyl]amino}pyrazine-2-carboxamide). Yield: 44.7%. Reaction SMILES: [C:1]([C:4]1[N:5]=[C:6]([CH2:38][CH3:39])[C:7]([NH:28][CH:29]2[CH2:34][CH2:33][CH:32]([C:35](O)=[O:36])[CH2:31][CH2:30]2)=[N:8][C:9]=1[NH:10][C:11]1[CH:16]=[CH:15][C:14]([N:17]2[CH2:22][CH2:21][N:20]([CH3:23])[CH2:19][CH2:18]2)=[C:13]([C:24]([F:27])([F:26])[F:25])[CH:12]=1)(=[O:3])[NH2:2].[CH3:40][O:41][C:42]1[C:43]([NH2:48])=[CH:44][CH:45]=[CH:46][CH:47]=1.O.ON1C2C=CC=CC=2N=N1.Cl.C(N=C=NCCCN(C)C)C.C(=O)([O-])O.[Na+]>CN(C=O)C>[CH2:38]([C:6]1[N:5]=[C:4]([C:1]([NH2:2])=[O:3])[C:9]([NH:10][C:11]2[CH:16]=[CH:15][C:14]([N:17]3[CH2:22][CH2:21][N:20]([CH3:23])[CH2:19][CH2:18]3)=[C:13]([C:24]([F:25])([F:26])[F:27])[CH:12]=2)=[N:8][C:7]=1[NH:28][CH:29]1[CH2:34][CH2:33][CH:32]([C:35](=[O:36])[NH:48][C:43]2[CH:44]=[CH:45][CH:46]=[CH:47][C:42]=2[O:41][CH3:40])[CH2:31][CH2:30]1)[CH3:39] |f:2.3,4.5,6.7|. Procedure: To a mixture of 4-[(5-carbamoyl-3-ethyl-6-{[4-(4-methylpiperazin-1-yl)-3-(trifluoromethyl)phenyl]amino}pyrazin-2-yl)amino]cyclohexanecarboxylic acid (Example 436) (62 mg), o-anisidine (42 mg) and DMF (2 mL), 1-hydroxy-1H-benzotriazole monohydrate (46 mg) and 1-ethyl-3-(3-dimethylaminopropyl)carbodiimide hydrochloride (65 mg) were added and stirred at room temperature for 7 hours. The reaction liquid was poured into saturated aqueous sodium hydrogen carbonate and extracted with ethyl acetate. The... Starting materials: C(C)(C)C=1C=CC2=C(N=CN=C2NC=2C=C(C(=O)NC3=CC=C(C=C3)C)C=CC2SC2=CC=C(C=C2)OC)N1 (3-(7-Isopropyl-pyrido[2,3-d]pyrimidin-4-ylamino)-4-(4-methoxy-phenylsulfanyl)-N-p-tolyl-benzamide), COC1=CC=C(C=C1)SC1=C(C=C(C(=O)NC2=CC(=CC=C2)C(F)(F)F)C=C1)NC=1C2=C(N=CN1)N=CC=C2 (4-(4-Methoxy-phenylsulfanyl)-3-(pyrido[2,3-d]pyrimidin-4-ylamino)-N-(3-trifluoromethyl-phenyl)-benzamide), COC1=CC=C(C=C1)SC1=C(C=C(C(=O)NC2=CC(=CC=C2)C(F)(F)F)C=C1)NC=1C2=C(N=CN1)N=CC=C2 (4-(4-Methoxy-phenylsulfanyl)-3-(pyrido[2,3-d]pyrimidin-4-ylamino)-N-(3-trifluoromethyl-phenyl)-benzamide). The product is OC1=CC=C(C=C1)SC1=C(C=C(C(=O)NC2=CC(=CC=C2)C(F)(F)F)C=C1)NC=1C2=C(N=CN1)N=CC=C2 (4-(4-Hydroxy-phenylsulfanyl)-3-(pyrido[2,3-d]pyrimidin-4-ylamino)-N-(3-trifluoromethyl-phenyl)-benzamide), solid. Isolated yield 90.0%. RXN SMILES: C[O:2][C:3]1[CH:8]=[CH:7][C:6]([S:9][C:10]2[CH:28]=[CH:27][C:13]([C:14]([NH:16][C:17]3[CH:22]=[CH:21][CH:20]=[C:19]([C:23]([F:26])([F:25])[F:24])[CH:18]=3)=[O:15])=[CH:12][C:11]=2[NH:29][C:30]2[C:31]3[CH:39]=[CH:38][CH:37]=[N:36][C:32]=3[N:33]=[CH:34][N:35]=2)=[CH:5][CH:4]=1.C(C1C=CC2C(NC3C=C(C=CC=3SC3C=CC(OC)=CC=3)C(NC3C=CC(C)=CC=3)=O)=NC=NC=2N=1)(C)C>>[OH:2][C:3]1[CH:8]=[CH:7][C:6]([S:9][C:10]2[CH:28]=[CH:27][C:13]([C:14]([NH:16][C:17]3[CH:22]=[CH:21][CH:20]=[C:19]([C:23]([F:24])([F:25])[F:26])[CH:18]=3)=[O:15])=[CH:12][C:11]=2[NH:29][C:30]2[C:31]3[CH:39]=[CH:38][CH:37]=[N:36][C:32]=3[N:33]=[CH:34][N:35]=2)=[CH:5][CH:4]=1. Procedure details: The product from Example 260C was reacted according to the procedure from Example 150 substituting the product from Example 260C for the product from Example 138 to provide a residue which was purified by trituration from methanol to provide the title compound as an off white solid (33.3 mg, 90%). 1H NMR (300 MHz, DMSO-D6) δ ppm: 11.74 (s, 1 H), 10.54 (s, 1 H), 10.01 (s, 1 H), 9.19 (s, 1 H), 9.11 (d, J=7.35 Hz, 1 H), 8.90 (s, 1 H), 8.19 (s, 1 H), 7.86-8.08 (m, 4 H), 7.60 (t, J=7.91 Hz, 1 H), 7.4... Reactants: O=C([O-])[O-], CCOC(C)=O, ClCCN1CCCC1, Cl, [K+], [K+], O=[N+]([O-])c1ccc([O-])cc1, [Na+], O. Product: O=[N+]([O-])c1ccc(OCCN2CCCC2)cc1. As a reaction SMILES: [C:21](=[O:22])([O-:23])[O-:24].[CH3:28][CH2:29][O:30][C:31](=[O:32])[CH3:33].[Cl:13][CH2:14][CH2:15][N:16]1[CH2:17][CH2:18][CH2:19][CH2:20]1.[ClH:12].[K+:25].[K+:26].[N+:2](=[O:3])([O-:4])[c:5]1[cH:6][cH:7][c:8]([O-:9])[cH:10][cH:11]1.[Na+:1].[OH2:27]>>[N+:2](=[O:3])([O-:4])[c:5]1[cH:6][cH:7][c:8]([O:9][CH2:14][CH2:15][N:16]2[CH2:17][CH2:18][CH2:19][CH2:20]2)[cH:10][cH:11]1.